From a dataset of the Open Reaction Database (ORD), a public repository of structured organic reaction records. describe an organic reaction: reactants, conditions, products, and yield Reactants: C(C)(=O)OC(C)=O (acetic anhydride), C(C)(=O)OC(C)=O (acetic anhydride), CN(C1CN(CC1)C1=CC=C(C=C1)CNC(=O)C1CCN(CC1)C1=C(C=C(C=C1)Cl)[N+](=O)[O-])C (1-(4-chloro-2-nitro-phenyl)piperidine-4-carboxylic acid [4-(3-dimethylaminopyrrolidin-1-yl)phenyl]methylamide). The reagents and catalysts are [Pd] (Palladium on carbon). Run in C(C)(=O)O (acetic acid). Run at time 1 hour. Product: CN(C1CN(CC1)C1=CC=C(C=C1)CNC(=O)C1CCN(CC1)C1=C(C=C(C=C1)Cl)NC(C)=O)C (1-(2-Acetylamino-4-chlorophenyl)piperidine-4-carboxylic acid [4-(3-dimethylamino-pyrrolidin-1-yl)phenyl]methylamide). Reaction SMILES: [CH3:1][N:2]([CH3:34])[CH:3]1[CH2:7][CH2:6][N:5]([C:8]2[CH:13]=[CH:12][C:11]([CH2:14][NH:15][C:16]([CH:18]3[CH2:23][CH2:22][N:21]([C:24]4[CH:29]=[CH:28][C:27]([Cl:30])=[CH:26][C:25]=4[N+:31]([O-])=O)[CH2:20][CH2:19]3)=[O:17])=[CH:10][CH:9]=2)[CH2:4]1.[C:35](OC(=O)C)(=[O:37])[CH3:36]>[Pd].C(O)(=O)C>[CH3:1][N:2]([CH3:34])[CH:3]1[CH2:7][CH2:6][N:5]([C:8]2[CH:13]=[CH:12][C:11]([CH2:14][NH:15][C:16]([CH:18]3[CH2:23][CH2:22][N:21]([C:24]4[CH:29]=[CH:28][C:27]([Cl:30])=[CH:26][C:25]=4[NH:31][C:35](=[O:37])[CH3:36])[CH2:20][CH2:19]3)=[O:17])=[CH:10][CH:9]=2)[CH2:4]1. Reported procedure: Palladium on carbon (10%; 10 mg) was added to a solution of 1-(4-chloro-2-nitro-phenyl)piperidine-4-carboxylic acid [4-(3-dimethylaminopyrrolidin-1-yl)phenyl]methylamide (50 mg) in glacial acetic acid (5 ml). The solution was stirred under a hydrogen atmosphere (1 bar), and acetic anhydride (14 μl) was added. After one hour, further acetic anhydride (6 μl) were added and the mixture was stirred for 15 minutes. The suspension was filtered and the filtrate was concentrated. The residue was purifie... The reactants are CCOC(=O)C=CCCCCCCc1ccc2cccnc2n1, [K+], Nc1ccc(Br)cn1, CC(=O)[O-], CC(=O)[O-], CC(=O)[O-], CN(C)C=O, [Pd+2]. Yields the product CCOC(=O)C=C(CCCCCCc1ccc2cccnc2n1)c1ccc(N)nc1. Reaction SMILES: [CH2:1]([CH3:2])[O:3][C:4]([CH:5]=[CH:6][CH2:7][CH2:8][CH2:9][CH2:10][CH2:11][CH2:12][c:13]1[n:14][c:15]2[n:16][cH:17][cH:18][cH:19][c:20]2[cH:21][cH:22]1)=[O:23].[K+:36].[NH2:24][c:25]1[n:26][cH:27][c:28]([Br:31])[cH:29][cH:30]1.[O-:32][C:33]([CH3:34])=[O:35].[O-:43][C:44]([CH3:45])=[O:46].[O-:47][C:48]([CH3:49])=[O:50].[O:37]=[CH:38][N:39]([CH3:40])[CH3:41].[Pd+2:42]>>[CH2:1]([CH3:2])[O:3][C:4]([CH:5]=[C:6]([CH2:7][CH2:8][CH2:9][CH2:10][CH2:11][CH2:12][c:13]1[n:14][c:15]2[n:16][cH:17][cH:18][cH:19][c:20]2[cH:21][cH:22]1)[c:28]1[cH:27][n:26][c:25]([NH2:24])[cH:30][cH:29]1)=[O:23]. Starting materials: NC=1OC(=CN1)C12CCCN(CC1)C2 ((±)5-(2-amino-1,3-oxazol-5-yl)-1-azabicyclo[3.2.1]octane), 1h, C(C)(=O)OC(C)=O (acetic anhydride). Product: C(C)(=O)NC=1OC(=CN1)C12CCCN(CC1)C2 ((±)5-(2-Acetylamino-1,3-oxazol-5-yl)-1-azabicyclo[3.2.1]octane). Isolated yield 60.0%. RXN SMILES: [NH2:1][C:2]1[O:3][C:4]([C:7]23[CH2:14][N:11]([CH2:12][CH2:13]2)[CH2:10][CH2:9][CH2:8]3)=[CH:5][N:6]=1.[C:15](OC(=O)C)(=[O:17])[CH3:16]>>[C:15]([NH:1][C:2]1[O:3][C:4]([C:7]23[CH2:14][N:11]([CH2:12][CH2:13]2)[CH2:10][CH2:9][CH2:8]3)=[CH:5][N:6]=1)(=[O:17])[CH3:16]. Procedure: A solution of (±)5-(2-amino-1,3-oxazol-5-yl)-1-azabicyclo[3.2.1]octane (E3) (0.25g, 1.3 mmole) in acetic anhydride (8 ml) was refluxed for 1h under nitrogen. The reaction mixture was concentrated in vacuo and the residue treated with saturated aqueous potassium carbonate solution (10 ml). After extraction into chloroform (3×10 ml) the organic extracts were dried over sodium sulphate and concentrated in vacuo. Trituration of the resulting gum with ether afforded the title compound (E14) as a soli... Reactants: N1=CC(=CC2=CC=CC=C12)CCCCCCO (3-quinolinehexanol), S(=O)(Cl)Cl (thionyl chloride). The solvent is ClCCl (dichloromethane), ClCCl (dichloromethane). Yields the product N1=CC(=CC2=CC=CC=C12)CCCCCCCl (6-(3-quinolinyl)hexylchloride). Isolated yield 98.5%. As a reaction SMILES: [N:1]1[C:10]2[C:5](=[CH:6][CH:7]=[CH:8][CH:9]=2)[CH:4]=[C:3]([CH2:11][CH2:12][CH2:13][CH2:14][CH2:15][CH2:16]O)[CH:2]=1.S(Cl)([Cl:20])=O>ClCCl>[N:1]1[C:10]2[C:5](=[CH:6][CH:7]=[CH:8][CH:9]=2)[CH:4]=[C:3]([CH2:11][CH2:12][CH2:13][CH2:14][CH2:15][CH2:16][Cl:20])[CH:2]=1. Procedure details: A solution of 7.8 g of 3-quinolinehexanol in 35 ml of dry dichloromethane was treated dropwise with a solution of 6.07 g of thionyl chloride in 15 ml of dichloromethane. The reaction mixture was heated to reflux for 1 hour and evaporated to dryness. The residue was dissolved in dichloromethane, washed successively with water, saturated sodium bicarbonate solution and brine, dried over potassium carbonate and evaporated to give 8.3 g of crude 6-(3-quinolinyl)hexylchloride. A suspension of 8.3 g o... Starting materials: CC(C)CCn1cc(Br)c2c(N)ncnc21, C1COCCO1, CC1(C)OB(c2ccc3c(c2)CCN3C(=O)Cc2cccc(C(F)(F)F)c2)OC1(C)C, [Na+], O=C([O-])O, O, c1ccc(P(c2ccccc2)(c2ccccc2)[Pd](P(c2ccccc2)(c2ccccc2)c2ccccc2)(P(c2ccccc2)(c2ccccc2)c2ccccc2)P(c2ccccc2)(c2ccccc2)c2ccccc2)cc1. The product is CC(C)CCn1cc(-c2ccc3c(c2)CCN3C(=O)Cc2cccc(C(F)(F)F)c2)c2c(N)ncnc21. RXN SMILES: [Br:1][c:2]1[cH:3][n:4]([CH2:12][CH2:13][CH:14]([CH3:15])[CH3:16])[c:5]2[n:6][cH:7][n:8][c:9]([NH2:11])[c:10]12.[CH2:48]1[O:49][CH2:50][CH2:51][O:52][CH2:53]1.[CH3:17][C:18]1([CH3:19])[C:20]([CH3:21])([CH3:22])[O:23][B:24]([c:25]2[cH:26][c:27]3[c:31]([cH:32][cH:33]2)[N:30]([C:34]([CH2:35][c:36]2[cH:37][c:38]([C:42]([F:43])([F:44])[F:45])[cH:39][cH:40][cH:41]2)=[O:46])[CH2:29][CH2:28]3)[O:47]1.[Na+:58].[O-:54][C:55]([OH:56])=[O:57].[OH2:59].[cH:60]1[cH:61][cH:62][c:63]([P:64]([Pd:65]([P:66]([c:67]2[cH:68][cH:69][cH:70][cH:71][cH:72]2)([c:73]2[cH:74][cH:75][cH:76][cH:77][cH:78]2)[c:79]2[cH:80][cH:81][cH:82][cH:83][cH:84]2)([P:85]([c:86]2[cH:87][cH:88][cH:89][cH:90][cH:91]2)([c:92]2[cH:93][cH:94][cH:95][cH:96][cH:97]2)[c:98]2[cH:99][cH:100][cH:101][cH:102][cH:103]2)[P:104]([c:105]2[cH:106][cH:107][cH:108][cH:109][cH:110]2)([c:111]2[cH:112][cH:113][cH:114][cH:115][cH:116]2)[c:117]2[cH:118][cH:119][cH:120][cH:121][cH:122]2)([c:123]2[cH:124][cH:125][cH:126][cH:127][cH:128]2)[c:129]2[cH:130][cH:131][cH:132][cH:133][cH:134]2)[cH:135][cH:136]1>>[c:2]1(-[c:25]2[cH:26][c:27]3[c:31]([cH:32][cH:33]2)[N:30]([C:34]([CH2:35][c:36]2[cH:37][c:38]([C:42]([F:43])([F:44])[F:45])[cH:39][cH:40][cH:41]2)=[O:46])[CH2:29][CH2:28]3)[cH:3][n:4]([CH2:12][CH2:13][CH:14]([CH3:15])[CH3:16])[c:5]2[n:6][cH:7][n:8][c:9]([NH2:11])[c:10]12. The reactants are solution, [H-].COCCO[Al+]OCCOC.[Na+].[H-] (sodium bis(2-methoxyethoxy)aluminum hydride), ClC=1C=C(C=CC1Cl)C=1N=C(OC1CCC(=O)OC)N1C(=NC=C1)C (Methyl 4-(3,4-dichlorophenyl)-2-(2-methyl-1-imidazolyl)-5-oxazolepropionate), aqueous solution, O.O.O.O.C(=O)([O-])C(O)C(O)C(=O)[O-].[Na+].[K+] (potassium sodium (+)-tartrate tetrahydrate). Solvent: C1(=CC=CC=C1)C (toluene), C1(=CC=CC=C1)C (toluene), C1(=CC=CC=C1)C (toluene). Conditions: temperature 0 celsius, time 1 hour. Yields the product ClC=1C=C(C=CC1Cl)C=1N=C(OC1CCCO)N1C(=NC=C1)C (4-(3,4-Dichlorophenyl)-2-(2-methyl-1-imidazolyl)-5-oxazolepropanol). Isolated yield 74.1%. Reaction SMILES: [Cl:1][C:2]1[CH:3]=[C:4]([C:9]2[N:10]=[C:11]([N:20]3[CH:24]=[CH:23][N:22]=[C:21]3[CH3:25])[O:12][C:13]=2[CH2:14][CH2:15][C:16](OC)=[O:17])[CH:5]=[CH:6][C:7]=1[Cl:8].[H-].COCCO[Al+]OCCOC.[Na+].[H-].O.O.O.O.C(C(C(C([O-])=O)O)O)([O-])=O.[Na+].[K+]>C1(C)C=CC=CC=1>[Cl:1][C:2]1[CH:3]=[C:4]([C:9]2[N:10]=[C:11]([N:20]3[CH:24]=[CH:23][N:22]=[C:21]3[CH3:25])[O:12][C:13]=2[CH2:14][CH2:15][CH2:16][OH:17])[CH:5]=[CH:6][C:7]=1[Cl:8] |f:1.2.3.4,5.6.7.8.9.10.11|. Reported procedure: Methyl 4-(3,4-dichlorophenyl)-2-(2-methyl-1-imidazolyl)-5-oxazolepropionate (0.67 g) was dissolved in toluene (5 mL). To the obtained solution was added dropwise a mixture of a 70% solution (0.81 g) of sodium bis(2-methoxyethoxy)aluminum hydride in toluene and toluene (2 mL) at 0° C. and the mixture was stirred at 0° C. for 1 h. To the reaction mixture was carefully added a 10% aqueous solution (50 mL) of potassium sodium (+)-tartrate tetrahydrate and the mixture was stirred at room temperature ... Starting materials: Cl (hydrogen chloride), C(O)([O-])=O.[Na+] (sodium hydrogen carbonate), C(CCC)OC1=NC(=C2N=C(N(C2=N1)CCC1OCCC1)OC)N (2-Butoxy-8-methoxy-9-[2-(tetrahydrofuran-2-yl)ethyl]-9H-purin-6-amine), [OH-].[Na+] (sodium hydroxide). The reagents and catalysts are Cl (hydrochloric acid). Solvent: O1CCOCC1 (dioxan), CO (methanol). Product: NC1=C2NC(N(C2=NC(=N1)OCCCC)CCC1OCCC1)=O (6-Amino-2-butoxy-9-[2-(tetrahydrofuran-2-yl)ethyl]-7,9-dihydro-8H-Purin-8-one). RXN SMILES: [CH2:1]([O:5][C:6]1[N:14]=[C:13]2[C:9]([N:10]=[C:11]([O:22]C)[N:12]2[CH2:15][CH2:16][CH:17]2[CH2:21][CH2:20][CH2:19][O:18]2)=[C:8]([NH2:24])[N:7]=1)[CH2:2][CH2:3][CH3:4].Cl.[OH-].[Na+].C(=O)([O-])O.[Na+]>CO.O1CCOCC1.Cl>[NH2:24][C:8]1[N:7]=[C:6]([O:5][CH2:1][CH2:2][CH2:3][CH3:4])[N:14]=[C:13]2[C:9]=1[NH:10][C:11](=[O:22])[N:12]2[CH2:15][CH2:16][CH:17]1[CH2:21][CH2:20][CH2:19][O:18]1 |f:2.3,4.5|. Reported procedure: 2-Butoxy-8-methoxy-9-[2-(tetrahydrofuran-2-yl)ethyl]-9H-purin-6-amine (122 mg) was dissolved in methanol (2 ml) and 4N hydrogen chloride in dioxan (1 ml) added. After 4 h the reaction mixture was made basic with 2N sodium hydroxide (2.2 ml) then the organic solvents stripped. A few drops of 2N hydrochloric acid were added and the pH adjusted back to 7-8 with saturated sodium hydrogen carbonate. The resulting solid was filtered, washed and dried to give the title compound as a solid, yield 65 mg.